This data is from the Open Reaction Database (ORD), a public repository of structured organic reaction records. The task is: describe an organic reaction: reactants, conditions, products, and yield Reactants: C(N)(=N)NC(=S)NC1=C(C=CC=C1C)C (1-amidino-3-(2,6-dimethylphenyl)-thiourea), ClN1C(CCC1=O)=O (N-chlorosuccinimide), [OH-].[Na+] (NaOH). Run in C(Cl)Cl (methylene chloride). Product: NC1=NSC(=N1)NC1=C(C=CC=C1C)C (3-amino-5-(2,6-dimethylphenylamino)-1,2,4-thiadiazole). Reaction SMILES: [C:1]([NH:4][C:5]([NH:7][C:8]1[C:13]([CH3:14])=[CH:12][CH:11]=[CH:10][C:9]=1[CH3:15])=[S:6])(=[NH:3])[NH2:2].ClN1C(=O)CCC1=O.[OH-].[Na+]>C(Cl)Cl>[NH2:3][C:1]1[N:4]=[C:5]([NH:7][C:8]2[C:13]([CH3:14])=[CH:12][CH:11]=[CH:10][C:9]=2[CH3:15])[S:6][N:2]=1 |f:2.3|. Reported procedure: A solution of 7.0 g (0.03 mole) 1-amidino-3-(2,6-dimethylphenyl)-thiourea in 150 ml methylene chloride is stirred with 4.2 g (0.03 mole) N-chlorosuccinimide (95%) for 1 hour at 20° C., then for another hour after the addition of 15 ml conc. NaOH. After dilution with water, the methylene chloride phase is separated by filtration and, by column-chromatography with silica gel (MeOH/CHCl3 : 10/90), 4.8 g 3-amino-5-(2,6-dimethylphenylamino)-1,2,4-thiadiazole having a melting point of 180° C. is obtai... The reactants are NCCC1N(CCC1)C (2-(2-aminoethyl)-1-methylpyrrolidine), O=C1C=2N=CN(C2N=CN1)CCC(=O)OCC (3-(1,6-dihydro-6-oxo-9H-purin-9-yl)propionic acid, ethyl ester). Solvent: C(C)#N (acetonitrile). Reaction conditions: time 20 minute. The product is O=C1C=2N=CN(C2N=CN1)CCC(=O)NCCC1N(CCC1)C (3-(1,6-dihydro-6-oxo-9H-purin-9-yl)-N-[2-(1-methylpyrrolidin-2-yl)ethyl]propanamide). RXN SMILES: [NH2:1][CH2:2][CH2:3][CH:4]1[CH2:8][CH2:7][CH2:6][N:5]1[CH3:9].[O:10]=[C:11]1[NH:19][CH:18]=[N:17][C:16]2[N:15]([CH2:20][CH2:21][C:22](OCC)=[O:23])[CH:14]=[N:13][C:12]1=2>C(#N)C>[O:10]=[C:11]1[NH:19][CH:18]=[N:17][C:16]2[N:15]([CH2:20][CH2:21][C:22]([NH:1][CH2:2][CH2:3][CH:4]3[CH2:8][CH2:7][CH2:6][N:5]3[CH3:9])=[O:23])[CH:14]=[N:13][C:12]1=2. Procedure details: 0.565 g (4.41 mmol) of 2-(2-aminoethyl)-1-methylpyrrolidine was added to a 10 ml round bottom flask equipped with a magnetic stirring bar. The solution was heated and 0.250 g (1.06 mmol) of 3-(1,6-dihydro-6-oxo-9H-purin-9-yl)propionic acid, ethyl ester (AIT-0027) was added and the solution was heated at 110°-120° C. for two hours. The orange solution was allowed to cool to room temperature and 8 ml acetonitrile was added and the solution was stirred for 20 minutes to wash the solid. The solution... Reactants: BrCc1ccccc1, CN(C)C=O, [Cl-], [H-], [NH4+], [Na+], O=C1CCc2c(O)cccc21. The product is O=C1CCc2c(OCc3ccccc3)cccc21. As a reaction SMILES: [Br:14][CH2:15][c:16]1[cH:17][cH:18][cH:19][cH:20][cH:21]1.[CH3:24][N:25]([CH3:26])[CH:27]=[O:28].[Cl-:22].[H-:1].[NH4+:23].[Na+:2].[OH:3][c:4]1[c:5]2[c:9]([cH:10][cH:11][cH:12]1)[C:8](=[O:13])[CH2:7][CH2:6]2>>[O:3]([c:4]1[c:5]2[c:9]([cH:10][cH:11][cH:12]1)[C:8](=[O:13])[CH2:7][CH2:6]2)[CH2:15][c:16]1[cH:17][cH:18][cH:19][cH:20][cH:21]1. Starting materials: OC1=CC=C(C=C1)SC1=C(C=C(C=C1)NC(C1=CC=CC=C1)=O)[N+](=O)[O-] (N-[4-(4-Hydroxyphenylsulfanyl)-3-nitrophenyl]benzamide). The reagents and catalysts are [Fe] (Fe). The solvent is CCO (EtOH), CC(=O)O (HOAc). Run at temperature 80 celsius. Product: NC=1C=C(C=CC1SC1=CC=C(C=C1)O)NC(C1=CC=CC=C1)=O (N-[3-Amino-4-(4-hydroxyphenylsulfanyl)phenyl]benzamide). The yield is 87.5%. As a reaction SMILES: [OH:1][C:2]1[CH:7]=[CH:6][C:5]([S:8][C:9]2[CH:14]=[CH:13][C:12]([NH:15][C:16](=[O:23])[C:17]3[CH:22]=[CH:21][CH:20]=[CH:19][CH:18]=3)=[CH:11][C:10]=2[N+:24]([O-])=O)=[CH:4][CH:3]=1>CCO.CC(O)=O.[Fe]>[NH2:24][C:10]1[CH:11]=[C:12]([NH:15][C:16](=[O:23])[C:17]2[CH:22]=[CH:21][CH:20]=[CH:19][CH:18]=2)[CH:13]=[CH:14][C:9]=1[S:8][C:5]1[CH:4]=[CH:3][C:2]([OH:1])=[CH:7][CH:6]=1. Reported procedure: A suspension of the product from Example 220b (0.67 g, 1.8 mmol) and Fe powder (0.31 g, 5.5 mmol) in a mixture of EtOH (6.7 mL) and HOAc (6.7 mL) was gradually heated to 80° C. and heated at 80° C. for 3 hours. The reaction mixture was evaporated. The residue was portioned between EtOAc and 10% NaHCO3 and then filtered (through celite). The organic layer was washed with brine, dried over MgSO4, filtered and concentrated under vacuum giving the crude title compound, which was purified by washing ... Starting materials: ClC1=NC(=CC(=N1)OCC=1C=CC(=C(C#N)C1)OC1=CC(=CC=C1)C(F)(F)F)Cl (5-(((2,6-dichloropyrimidin-4-yl)oxy)methyl)-2-(3-(trifluoromethyl)phenoxy)benzonitrile), CCN(C(C)C)C(C)C (DIPEA), Br.BrCCCN (3-bromopropan-1-amine hydrobromide). Solvent: CN(C=O)C (N,N-dimethylformamide). Conditions: temperature 0 celsius, time 8 hour. The product is FC(C=1C=C(OC2=C(C#N)C=CC=C2)C=CC1)(F)F (2-(3-(trifluoromethyl)phenoxy)benzonitrile). Isolated yield 47.4%. As a reaction SMILES: ClC1N=C(OC[C:10]2[CH:11]=[CH:12][C:13]([O:18][C:19]3[CH:24]=[CH:23][CH:22]=[C:21]([C:25]([F:28])([F:27])[F:26])[CH:20]=3)=[C:14]([CH:17]=2)[C:15]#[N:16])C=C(Cl)N=1.CCN(C(C)C)C(C)C.Br.BrCCCN>CN(C)C=O>[F:26][C:25]([F:27])([F:28])[C:21]1[CH:20]=[C:19]([CH:24]=[CH:23][CH:22]=1)[O:18][C:13]1[CH:12]=[CH:11][CH:10]=[CH:17][C:14]=1[C:15]#[N:16] |f:2.3|. Reported procedure: To a solution of 5-(((2,6-dichloropyrimidin-4-yl)oxy)methyl)-2-(3-(trifluoromethyl)phenoxy)benzonitrile (600 mg, 1.363 mmol) and DIPEA (1.5 mL, 8.59 mmol) in N,N-dimethylformamide (3 ml) was added 3-bromopropan-1-amine hydrobromide (900 mg, 4.11 mmol) at 0° C. and the reaction mixture was stirred overnight at 0° C. The solution was purified with reverse phase column chromatography (120 g) using water (contained 0.3% TFA) and MeCN as eluent to afford 5-(((6-(3-bromopropyl)amino)-2-chloropyrimidin... Starting materials: monoazo, O (water), azo, [N+](=O)([O-])C1=CC(=C(C=C1)O)N (4-nitro-2-amino-1-hydroxybenzene), C1(=CC=CC=C1)N1NC(=CC1=O)CS(=O)(=O)O (1-phenyl-3-sulphomethyl-5-pyrazolone). Reagents/catalysts: [Cr] (chromium). Yields the product NC1=C(C=CC=C1)C(=O)O (1-aminobenzene-2-carboxylic acid), C1(=CC=CC=C1)N1NC(=CC1=O)C (1-phenyl-3-methyl-5-pyrazolone). As a reaction SMILES: [N+]([C:4]1[CH:9]=[CH:8][C:7](O)=[C:6]([NH2:11])[CH:5]=1)([O-])=O.[C:12]1([N:18]2[C:22](=[O:23])[CH:21]=[C:20]([CH2:24]S(O)(=O)=O)[NH:19]2)[CH:17]=[CH:16][CH:15]=[CH:14][CH:13]=1.[OH2:29]>[Cr]>[NH2:11][C:6]1[CH:5]=[CH:4][CH:9]=[CH:8][C:7]=1[C:22]([OH:23])=[O:29].[C:12]1([N:18]2[C:22](=[O:23])[CH:21]=[C:20]([CH3:24])[NH:19]2)[CH:17]=[CH:16][CH:15]=[CH:14][CH:13]=1. Procedure: 44.0 Parts of the 1:1 chromium complex (obtained by the known process and containing 1 atom of chromium for each molecule of monoazo dyestuff) of the azo dyestuff from diazotised 4-nitro-2-amino-1-hydroxybenzene and 1-phenyl-3-sulphomethyl-5-pyrazolone are stirred in 1000 parts of hot water together with 32.2 parts of the monoazo dyestuff obtained by the known process from diazotised 1-aminobenzene-2-carboxylic acid and 1-phenyl-3-methyl-5-pyrazolone. The suspension is adjusted to pH 7 to 8 by a... Reactants: FC1=CC=C(C=C1)NC(NC1=CC=C(C=C1)C1=CC=C2CN(C(C2=C1)=O)[C@H](C(=O)O)C(C)C)=O ((S)-2-(6-(4-(3-(4-Fluorophenyl)ureido)phenyl)-1-oxoisoindolin-2-yl)-3-methyl butanoic acid), ClC=1C=CC(=C(C1)NC(NC1=CC=C(C=C1)C1=CC=C2CN(C(C2=C1)=O)[C@H](C(=O)OC)C(C)C)=O)OC1=CC=CC=C1 ((S)-Methyl 2-(6-(4-(3-(5-chloro-2-phenoxyphenyl)ureido)phenyl)-1-oxoisoindolin-2-yl)-3-methylbutanoate). RXN SMILES: FC1C=CC(NC(=O)NC2C=CC(C3C=C4C(CN([C@@H](C(C)C)C(O)=O)C4=O)=CC=3)=CC=2)=CC=1.[Cl:35][C:36]1[CH:37]=[CH:38][C:39]([O:70][C:71]2[CH:76]=[CH:75][CH:74]=[CH:73][CH:72]=2)=[C:40]([NH:42][C:43](=[O:69])[NH:44][C:45]2[CH:50]=[CH:49][C:48]([C:51]3[CH:59]=[C:58]4[C:54]([CH2:55][N:56]([C@@H:61]([CH:66]([CH3:68])[CH3:67])[C:62]([O:64]C)=[O:63])[C:57]4=[O:60])=[CH:53][CH:52]=3)=[CH:47][CH:46]=2)[CH:41]=1>>[Cl:35][C:36]1[CH:37]=[CH:38][C:39]([O:70][C:71]2[CH:72]=[CH:73][CH:74]=[CH:75][CH:76]=2)=[C:40]([NH:42][C:43](=[O:69])[NH:44][C:45]2[CH:46]=[CH:47][C:48]([C:51]3[CH:59]=[C:58]4[C:54]([CH2:55][N:56]([C@@H:61]([CH:66]([CH3:68])[CH3:67])[C:62]([OH:64])=[O:63])[C:57]4=[O:60])=[CH:53][CH:52]=3)=[CH:49][CH:50]=2)[CH:41]=1. Yields the product ClC=1C=CC(=C(C1)NC(NC1=CC=C(C=C1)C1=CC=C2CN(C(C2=C1)=O)[C@H](C(=O)O)C(C)C)=O)OC1=CC=CC=C1 ((S)-2-(6-(4-(3-(5-Chloro-2-phenoxyphenyl)ureido)phenyl)-1-oxoisoindolin-2-yl)-3-methylbutanoic acid). Reported procedure: The compound of example 46 was prepared analogous to compound of example 8 by hydrolysis of compound of example 45. Yield: 85.0%. The yield is 80.0%. The product is FC1=C(OCC(=O)NCC)C=CC(=C1NCC1=C(C=CC(=C1)C1=CC(=CC=C1)F)F)F (2-[2,4-Difluoro-3-[[2-fluoro-5-(3-fluorophenyl)phenyl]methylamino]phenoxy]-N-ethyl-acetamide). Reaction SMILES: [F:1][C:2]1[C:15]([NH:16][CH2:17][C:18]2[CH:23]=[C:22]([C:24]3[CH:29]=[CH:28][CH:27]=[C:26]([F:30])[CH:25]=3)[CH:21]=[CH:20][C:19]=2[F:31])=[C:14]([F:32])[CH:13]=[CH:12][C:3]=1[O:4][CH2:5][C:6](OC(C)C)=[O:7].O.[CH2:34]([NH2:36])[CH3:35]>>[F:1][C:2]1[C:15]([NH:16][CH2:17][C:18]2[CH:23]=[C:22]([C:24]3[CH:29]=[CH:28][CH:27]=[C:26]([F:30])[CH:25]=3)[CH:21]=[CH:20][C:19]=2[F:31])=[C:14]([F:32])[CH:13]=[CH:12][C:3]=1[O:4][CH2:5][C:6]([NH:36][CH2:34][CH3:35])=[O:7]. Procedure: A solution of isopropyl 2-[2,4-difluoro-3-[[2-fluoro-5-(3-fluorophenyl)phenyl]methylamino]phenoxy]acetate (II(d)) (0.2 g, 0.45 mmol, 1.0 eq) in ethylamine (6 mL, 60-70% aqueous solution) was stirred at 100° C. overnight in a sealed tube. The reaction mixture was then cooled to room temperature and poured into water. The mixture was extracted with EtOAc and the combined organic extracts were washed with water and brine, dried (Na2SO4), filtered and evaporated in vacuo. The residue was purified by... Starting materials: FC1=C(OCC(=O)OC(C)C)C=CC(=C1NCC1=C(C=CC(=C1)C1=CC(=CC=C1)F)F)F (isopropyl 2-[2,4-difluoro-3-[[2-fluoro-5-(3-fluorophenyl)phenyl]methylamino]phenoxy]acetate), C(C)N (ethylamine), O (water).